This data is from the Open Reaction Database (ORD), a public repository of structured organic reaction records. The task is: describe an organic reaction: reactants, conditions, products, and yield Starting materials: 1, C(#N)C(=O)OCC (ethyl cyanoformate), CS(=O)C (dimethylsulfoxide), [H-].[Na+] (sodium hydride), [N+](=O)([O-])C (nitromethane). The solvent is C(C)(=O)O (acetic acid). Conditions: time 2 hour. The product is [N+](=O)([O-])CC(=O)OCC (Ethyl nitroacetate). Isolated yield 83.0%. Reaction SMILES: CS(C)=O.[H-].[Na+].[N+:7]([CH3:10])([O-:9])=[O:8].C([C:13]([O:15][CH2:16][CH3:17])=[O:14])#N>C(O)(=O)C>[N+:7]([CH2:10][C:13]([O:15][CH2:16][CH3:17])=[O:14])([O-:9])=[O:8] |f:1.2|. Procedure details: To a 100 ml three-neck round bottom flask, equipped with an addition funnel, a thermometer and a condenser topped with a nitrogen gas inlet tube, was added 20 ml of dimethylsulfoxide, 0.196 g (0.00815 mole) sodium hydride and then 0.5 g (0.00815 mole) of nitromethane was added dropwise at ambient temperature to give a slurry. 1.6 ml (0.0163 mole) of ethyl cyanoformate was then added dropwise forming a homogeneous solution and was then stirred for 2 hours at ambient temperature. The solution was ... The reactants are ClC1=CC(=CC=C1)C(=O)OO (3-Chloroperbenzoic acid), S(=O)([O-])[O-].[Na+].[Na+] (sodium sulphite), CC=1N=C(OC1C)SC (4,5-Dimethyl-2-methylthiooxazole), C([O-])([O-])=O.[Na+].[Na+] (sodium carbonate). The solvent is C(Cl)(Cl)Cl (chloroform), C(Cl)(Cl)Cl (chloroform). Conditions: temperature 0 celsius, time 45 minute. Product: CC=1N=C(OC1C)S(=O)(=O)C (4,5-Dimethyl-2-Methylsulphonyloxazole). Reaction SMILES: [CH3:1][C:2]1[N:3]=[C:4](SC)[O:5][C:6]=1[CH3:7].[C:10](=O)([O-])[O-].[Na+].[Na+].ClC1C=CC=C(C(OO)=O)C=1.[S:27]([O-:30])([O-])=[O:28].[Na+].[Na+]>C(Cl)(Cl)Cl>[CH3:1][C:2]1[N:3]=[C:4]([S:27]([CH3:10])(=[O:30])=[O:28])[O:5][C:6]=1[CH3:7] |f:1.2.3,5.6.7|. Procedure details: 4,5-Dimethyl-2-methylthiooxazole (4.21 g, 0.029 m) in dry chloroform (15 ml) was cooled to 0° C. and anhydrous sodium carbonate (8.0 g, 0.0755 m) added. 88.5% 3-Chloroperbenzoic acid (11.5 g, 0.059 m) in dry chloroform was then added over 45 minutes, and the mixture stirred for a further 45 minutes at 0° C. Solid sodium sulphite (5 g) was then added and the mixture allowed to warm to room temperature. The mixture was then filtered and the filtrate evaporated, the residue being chromatographed on... Reaction SMILES: [C:2]([C:3](=[CH2:4])[CH3:5])(=[O:6])[OH:7].[Cl-:1].[NH2:8][CH2:9][CH2:10][CH2:11][CH2:12][CH2:13][CH2:14][CH2:15][CH2:16][CH2:17][CH2:18][CH2:19][C:20](=[O:21])[OH:22].[O:23]1[CH2:24][CH2:25][O:26][CH2:27][CH2:28]1.[OH2:29]>>[C:2]([C:3](=[CH2:4])[CH3:5])(=[O:6])[NH:8][CH2:9][CH2:10][CH2:11][CH2:12][CH2:13][CH2:14][CH2:15][CH2:16][CH2:17][CH2:18][CH2:19][C:20](=[O:21])[OH:22]. Reactants: C=C(C)C(=O)O, [Cl-], NCCCCCCCCCCCC(=O)O, C1COCCO1, O. The product is C=C(C)C(=O)NCCCCCCCCCCCC(=O)O. The reactants are BrC=1C=C(C=CC1)O (3-Bromophenol), BrCC(=O)OCC (Ethyl bromoacetate). The solvent is CN(C=O)C (dimethylformamide). Run at time 1 hour. Product: BrC=1C=C(C=CC1)OCC(=O)OCC (ethyl 3-bromophenyloxyacetate). Isolated yield 98.4%. Reaction SMILES: [Br:1][C:2]1[CH:3]=[C:4]([OH:8])[CH:5]=[CH:6][CH:7]=1.Br[CH2:10][C:11]([O:13][CH2:14][CH3:15])=[O:12]>CN(C)C=O>[Br:1][C:2]1[CH:3]=[C:4]([O:8][CH2:10][C:11]([O:13][CH2:14][CH3:15])=[O:12])[CH:5]=[CH:6][CH:7]=1. Procedure details: 3-Bromophenol (2.84 g, 16.4 mmol) was dissolved in dimethylformamide (50 ml) in a dry 100 ml flask under nitrogen. Sodium hydride (0.7 g of a 60% suspension in mineral oil, washed with hexane, 16.7 mmol) was added in portions and the mixture was stirred for one hour at room temperature. Ethyl bromoacetate (1.85 ml, 16.7 mmol) was added drop-wise and the reaction was stirred overnight at room temperature. Approximately two-thirds of the solvent was removed under reduced pressure and the residue w... The reactants are II (iodine), BrC=1C=C(C=CC1)C(=C)C=1C=CC2=C(CCO2)C1 (5-[1-(3-bromo-phenyl)-vinyl]-2,3-dihydro-benzofuran), C(C)(=O)OCC.C(C)#N (ethyl acetate acetonitrile), crude product, N (ammonia). Run in C(C)(=O)OCC (ethyl acetate). Reaction SMILES: II.[Br:3][C:4]1[CH:5]=[C:6]([C:10]([C:12]2[CH:13]=[CH:14][C:15]3[O:19][CH2:18][CH2:17][C:16]=3[CH:20]=2)=[CH2:11])[CH:7]=[CH:8][CH:9]=1.[NH3:21].C([O:25][CH2:26]C)(=O)C.C(#[N:30])C>C(OCC)(=O)C.[Ag]OC#N>[Br:3][C:4]1[CH:5]=[C:6]([C:10]2([C:12]3[CH:13]=[CH:14][C:15]4[O:19][CH2:18][CH2:17][C:16]=4[CH:20]=3)[CH2:11][O:25][C:26]([NH2:30])=[N:21]2)[CH:7]=[CH:8][CH:9]=1 |f:3.4|. Yields the product BrC=1C=C(C=CC1)C1(N=C(OC1)N)C=1C=CC2=C(CCO2)C1 ((RS)-4-(3-Bromo-phenyl)-4-(2,3-dihydro-benzofuran-5-yl)-4,5-dihydro-oxazol-2-ylamine). Isolated yield 37.0%. The reagents and catalysts are [Ag]OC#N (silver cyanate). Procedure details: According to general method 2, a solution of iodine in ethyl acetate was added to a mixture of 5-[1-(3-bromo-phenyl)-vinyl]-2,3-dihydro-benzofuran (3.5 g, 11.6 mmol) and silver cyanate in ethyl acetate/acetonitrile. The crude product of this reaction was subsequently reacted with aqueous ammonia (30% by Vol). Purification by SCX column yielded 1.5 g of product (37%). The reactants are C(C)(C)(C)N1N=CC(=C(C1=O)Cl)S (2-t-butyl-4-chloro-5-mercapto-3(2H)-pyridazinone), CC1=C(OCCBr)C(=CC(=C1)C(C1=CC=CC=C1)=O)C (2-(2',6'-dimethyl-4'-benzoylphenoxy)ethyl bromide), O (water), C([O-])([O-])=O.[Na+].[Na+] (sodium carbonate). Run in CN(C=O)C (N,N-dimethylformamide). The product is C(C)(C)(C)N1N=CC(=C(C1=O)Cl)SCCOC1=C(C=C(C=C1C)C(C1=CC=CC=C1)=O)C (2-t-butyl-4-chloro-5-[2'-(2",6"-dimethyl-4"-benzoylphenoxy)ethylthio]-3-(2H)-pyridazinone). Yield: 94.1%. RXN SMILES: [C:1]([N:5]1[C:10](=[O:11])[C:9]([Cl:12])=[C:8]([SH:13])[CH:7]=[N:6]1)([CH3:4])([CH3:3])[CH3:2].[CH3:14][C:15]1[CH:24]=[C:23]([C:25](=[O:32])[C:26]2[CH:31]=[CH:30][CH:29]=[CH:28][CH:27]=2)[CH:22]=[C:21]([CH3:33])[C:16]=1[O:17][CH2:18][CH2:19]Br.C(=O)([O-])[O-].[Na+].[Na+].O>CN(C)C=O>[C:1]([N:5]1[C:10](=[O:11])[C:9]([Cl:12])=[C:8]([S:13][CH2:19][CH2:18][O:17][C:16]2[C:15]([CH3:14])=[CH:24][C:23]([C:25](=[O:32])[C:26]3[CH:27]=[CH:28][CH:29]=[CH:30][CH:31]=3)=[CH:22][C:21]=2[CH3:33])[CH:7]=[N:6]1)([CH3:4])([CH3:2])[CH3:3] |f:2.3.4|. Procedure details: In 50 ml of N,N-dimethylformamide were dissolved 6.6 g of 2-t-butyl-4-chloro-5-mercapto-3(2H)-pyridazinone and 10 g of 2-(2',6'-dimethyl-4'-benzoylphenoxy)ethyl bromide, and thereto was added 5 g of anhydrous sodium carbonate. The solution was stirred at room temperature for seventeen hours. The resulting solution was poured into water and extracted with diethyl ether. The organic layer was dried over anhydrous sodium sulfate and freed of solvent by distillation under reduced pressure to give a ... Starting materials: C1(=CC=CC=C1)S(=O)(=O)OC1=CC=C2C=CC(=NC2=C1Br)C(CC#N)O (8-Bromo-2-(2-cyano-1-hydroxyethyl)quinolin-7-yl benzenesulfonate). The solvent is C1CCOC1 (THF). Conditions: time 10 minute. Yields the product C1(=CC=CC=C1)S(=O)(=O)OC1=CC=C2C=CC(=NC2=C1Br)C(CCN)O (2-(3-Amino-1-hydroxypropyl)-8-bromoquinolin-7-yl benzenesulfonate). As a reaction SMILES: [C:1]1([S:7]([O:10][C:11]2[C:20]([Br:21])=[C:19]3[C:14]([CH:15]=[CH:16][C:17]([CH:22]([OH:26])[CH2:23][C:24]#[N:25])=[N:18]3)=[CH:13][CH:12]=2)(=[O:9])=[O:8])[CH:6]=[CH:5][CH:4]=[CH:3][CH:2]=1>C1COCC1>[C:1]1([S:7]([O:10][C:11]2[C:20]([Br:21])=[C:19]3[C:14]([CH:15]=[CH:16][C:17]([CH:22]([OH:26])[CH2:23][CH2:24][NH2:25])=[N:18]3)=[CH:13][CH:12]=2)(=[O:8])=[O:9])[CH:2]=[CH:3][CH:4]=[CH:5][CH:6]=1. Procedure: To a stirred solution of 8-Bromo-2-(2-cyano-1-hydroxyethyl)quinolin-7-yl benzenesulfonate (890 mg, 2.05 mmol) in THF (2 mL) were slowly added 1 M BH3-THF complex (4.1 mL, 4.10 mmol) at 0° C. And the reaction mixture was slowly warmed to room temperature. The mixture was then refluxed for 1 h, then cooled to 0° C. and quenched with MeOH. After the removal of solvents in vacuo, the mixture was stirred with 1.2N HCl in MeOH for 10 min. After the removal of solvents in vacuo again, the residue was d...